This data is from the Open Reaction Database (ORD), a public repository of structured organic reaction records. The task is: describe an organic reaction: reactants, conditions, products, and yield The reactants are O1C=NC=C1C=O (oxazole-5-carbaldehyde), ClC1=C(C=C(C=C1)C(CC)N)F (1-(4-chloro-3-fluorophenyl)propan-1-amine), ClC1=C(C=C(C=O)C=C1)F (4-chloro-3-fluorobenzaldehyde), ClC1=C(C=C(C=C1)[C@@H](CC)N)F ((R)-1-(4-chloro-3-fluorophenyl)propan-1-amine). The product is Cl.ClC1=C(C=C(C=C1)[C@@H](CC)N)F ((R)-1-(4-chloro-3-fluorophenyl)propan-1-amine hydrochloride). As a reaction SMILES: O1C(C=O)=CN=C1.[Cl:8]C1C=CC(C=O)=CC=1F.[Cl:18][C:19]1[CH:24]=[CH:23][C:22]([C@H:25]([NH2:28])[CH2:26][CH3:27])=[CH:21][C:20]=1[F:29].ClC1C=CC(C(N)CC)=CC=1F>>[ClH:8].[Cl:18][C:19]1[CH:24]=[CH:23][C:22]([C@H:25]([NH2:28])[CH2:26][CH3:27])=[CH:21][C:20]=1[F:29] |f:4.5|. Reported procedure: (R)-1-(4-chloro-3-fluorophenyl)propan-1-amine hydrochloride (139) was prepared in accord with procedures described in steps 1 and 2 of example 1, except in step 1, oxazole-5-carbaldehyde was replaced with 4-chloro-3-fluorobenzaldehyde. Condensation of (R)-1-(4-chloro-3-fluorophenyl)propan-1-amine and 138 was carried out in accord with step 6 of example 1 except 28 was replaced with 138 and 22 was replaced with 1-(4-chloro-3-fluorophenyl)propan-1-amine. The crude product was purified by SiO2 chro... Reactants: CC(=O)O[BH-](OC(C)=O)OC(C)=O, C1CCOC1, CCOC(C)=O, O=CCn1c(=O)cc(OS(=O)(=O)C(F)(F)F)c2ccc(F)cc21, [Na+], [Na+], [Na+], O=S(=O)([O-])[O-], CC(C)(C)OC(=O)N(Cc1cc2c(cn1)OCCO2)C1CCNCC1. Yields the product CC(C)(C)OC(=O)N(Cc1cc2c(cn1)OCCO2)C1CCN(CCn2c(=O)cc(OS(=O)(=O)C(F)(F)F)c3ccc(F)cc32)CC1. RXN SMILES: [C:56]([O:57][BH-:58]([O:59][C:60](=[O:61])[CH3:62])[O:63][C:64](=[O:65])[CH3:66])(=[O:67])[CH3:68].[CH2:70]1[O:71][CH2:72][CH2:73][CH2:74]1.[CH3:75][CH2:76][O:77][C:78](=[O:79])[CH3:80].[F:1][C:2]([S:3](=[O:4])(=[O:5])[O:6][c:7]1[cH:8][c:9](=[O:21])[n:10]([CH2:18][CH:19]=[O:20])[c:11]2[cH:12][c:13]([F:17])[cH:14][cH:15][c:16]12)([F:22])[F:23].[Na+:49].[Na+:50].[Na+:69].[O-:51][S:52](=[O:53])(=[O:54])[O-:55].[O:24]1[CH2:25][CH2:26][O:27][c:28]2[cH:29][n:30][c:31]([CH2:34][N:35]([C:36]([O:37][C:38]([CH3:39])([CH3:40])[CH3:41])=[O:42])[CH:43]3[CH2:44][CH2:45][NH:46][CH2:47][CH2:48]3)[cH:32][c:33]21>>[F:1][C:2]([S:3](=[O:4])(=[O:5])[O:6][c:7]1[cH:8][c:9](=[O:21])[n:10]([CH2:18][CH2:19][N:46]2[CH2:45][CH2:44][CH:43]([N:35]([CH2:34][c:31]3[n:30][cH:29][c:28]4[c:33]([cH:32]3)[O:24][CH2:25][CH2:26][O:27]4)[C:36]([O:37][C:38]([CH3:39])([CH3:40])[CH3:41])=[O:42])[CH2:48][CH2:47]2)[c:11]2[cH:12][c:13]([F:17])[cH:14][cH:15][c:16]12)([F:22])[F:23]. The reactants are CCOC(C)=O, COC(=O)Cl, Nc1nc2c(s1)C(=O)CCC2, c1ccncc1. Yields the product COC(=O)Nc1nc2c(s1)C(=O)CCC2. RXN SMILES: [CH3:23][CH2:24][O:25][C:26](=[O:27])[CH3:28].[Cl:1][C:2](=[O:3])[O:4][CH3:5].[NH2:6][c:7]1[s:8][c:9]2[c:10]([n:11]1)[CH2:12][CH2:13][CH2:14][C:15]2=[O:16].[cH:17]1[cH:18][cH:19][n:20][cH:21][cH:22]1>>[C:2](=[O:3])([O:4][CH3:5])[NH:6][c:7]1[s:8][c:9]2[c:10]([n:11]1)[CH2:12][CH2:13][CH2:14][C:15]2=[O:16].